Dataset: the Open Reaction Database (ORD), a public repository of structured organic reaction records. Task: describe an organic reaction: reactants, conditions, products, and yield The reactants are ClC=1C=CC(=C(C1)C=1NC(=C2C(NC(=CC21)C(=O)OCC)=O)C)OC2=C(C=C(C=C2)F)F (ethyl 1-[5-chloro-2-(2,4-difluorophenoxy)phenyl]-3-methyl-4-oxo-4,5-dihydro-2H-pyrrolo[3,4-c]pyridine-6-carboxylate), [OH-].[Li+] (lithium hydroxide), Cl (HCl). Solvent: O (water), O1CCCC1.CO.O (tetrahydrofuran methanol water). Yields the product ClC=1C=CC(=C(C1)C=1NC(=C2C(NC(=CC21)C(=O)O)=O)C)OC2=C(C=C(C=C2)F)F (1-(5-chloro-2-(2,4-difluorophenoxy)phenyl)-3-methyl-4-oxo-4,5-dihydro-2H-pyrrolo[3,4-c]pyridine-6-carboxylic acid). RXN SMILES: [Cl:1][C:2]1[CH:3]=[CH:4][C:5]([O:24][C:25]2[CH:30]=[CH:29][C:28]([F:31])=[CH:27][C:26]=2[F:32])=[C:6]([C:8]2[NH:9][C:10]([CH3:23])=[C:11]3[C:16]=2[CH:15]=[C:14]([C:17]([O:19]CC)=[O:18])[NH:13][C:12]3=[O:22])[CH:7]=1.[OH-].[Li+].Cl>O1CCCC1.CO.O.O>[Cl:1][C:2]1[CH:3]=[CH:4][C:5]([O:24][C:25]2[CH:30]=[CH:29][C:28]([F:31])=[CH:27][C:26]=2[F:32])=[C:6]([C:8]2[NH:9][C:10]([CH3:23])=[C:11]3[C:16]=2[CH:15]=[C:14]([C:17]([OH:19])=[O:18])[NH:13][C:12]3=[O:22])[CH:7]=1 |f:1.2,4.5.6|. Procedure details: A mixture of Example 24b (0.14 g, 0.305 mmol) and lithium hydroxide (0.073 g, 3.05 mmol) in tetrahydrofuran/methanol/water (2 mL each) was stirred at 80° C. for 2 hours. The mixture was cooled, diluted with water and brought to pH 4 with 1M HCl producing a yellow solid that was collected by filtration, washed with water and dried to constant mass (0.10 g, 76%). Starting materials: ON=C(C(=O)N[C@@H](CC1=CC(=C(C(=C1)OC)OC)OC)C(=O)O)CC(C)C (N-(2-hydroxyimino-4-methylpentanoyl)-(3,4,5-trimethoxy)phenylalanine), ON1C(CCC1=O)=O (N-hydroxysuccinimide), C(C)(=O)[O-].[Na+] (sodium acetate), ice water, C1(CCCCC1)N=C=NC1CCCCC1 (N,N'-dicyclohexylcarbodiimide). The solvent is O1CCOCC1 (dioxane), C(C)(=O)O (acetic acid), C(C)OCC (diethyl ether). Conditions: time 12 hour. Yields the product OC=1[N+](=C(C(NC1CC1=CC(=C(C(=C1)OC)OC)OC)=O)CC(C)C)[O-] (5-hydroxy-3-isobutyl- 6-(3,4,5-trimethoxybenzyl)-1,2-dihydropyrazin-2-one 4-oxide). As a reaction SMILES: [OH:1][N:2]=[C:3]([CH2:24][CH:25]([CH3:27])[CH3:26])[C:4]([NH:6][C@H:7]([C:21](O)=[O:22])[CH2:8][C:9]1[CH:14]=[C:13]([O:15][CH3:16])[C:12]([O:17][CH3:18])=[C:11]([O:19][CH3:20])[CH:10]=1)=[O:5].ON1C(=O)CCC1=O.C1(N=C=NC2CCCCC2)CCCCC1.C([O-])(=O)C.[Na+]>C(OCC)C.C(O)(=O)C.O1CCOCC1>[OH:22][C:21]1[N+:2]([O-:1])=[C:3]([CH2:24][CH:25]([CH3:27])[CH3:26])[C:4](=[O:5])[NH:6][C:7]=1[CH2:8][C:9]1[CH:14]=[C:13]([O:15][CH3:16])[C:12]([O:17][CH3:18])=[C:11]([O:19][CH3:20])[CH:10]=1 |f:3.4|. Procedure: To a dioxane solution (200 ml) containing 18.71 of N-(2-hydroxyimino-4-methylpentanoyl)-(3,4,5-trimethoxy)phenylalanine and 6.04 g of N-hydroxysuccinimide, was added 18.83 g of N,N'-dicyclohexylcarbodiimide, and the mixture was stirred at room temperature for 12 hours. After the reaction mixture was filtered, to the filtrate thus obtained was added 4.31 g of sodium acetate, then this mixture was stirred at room temperature for 5 hours. Then the reaction mixture was transferred to 600 ml of ice-w... Reactants: OC1=CC=C(C=C1)CCCCN1C(=NC=C1)CC(CO)O (3-{1-[4-(4-hydroxyphenyl)butyl]-1H-imidazol-2-yl}-1,2-propanediol), [H-].[Na+] (sodium hydride), ClCC=1N=C(OC1)\C=C\C1=C(C=C(C=C1)F)F (4-(chloromethyl)-2-[(E)-2-(2,4-difluorophenyl)ethenyl]-1,3-oxazole). Yields the product FC1=C(C=CC(=C1)F)/C=C/C=1OC=C(N1)COC1=CC=C(C=C1)CCCCN1C(=NC=C1)CC(CO)O (3-(1-{4-[4-({2-[(E)-2-(2,4-difluorophenyl)ethenyl]-1,3-oxazol-4-yl]methoxy)phenyl]butyl}-1H-imidazol-2-yl)-1,2-propanediol). The yield is 62.3%. Reaction SMILES: [OH:1][C:2]1[CH:7]=[CH:6][C:5]([CH2:8][CH2:9][CH2:10][CH2:11][N:12]2[CH:16]=[CH:15][N:14]=[C:13]2[CH2:17][CH:18]([OH:21])[CH2:19][OH:20])=[CH:4][CH:3]=1.[H-].[Na+].Cl[CH2:25][C:26]1[N:27]=[C:28](/[CH:31]=[CH:32]/[C:33]2[CH:38]=[CH:37][C:36]([F:39])=[CH:35][C:34]=2[F:40])[O:29][CH:30]=1>>[F:40][C:34]1[CH:35]=[C:36]([F:39])[CH:37]=[CH:38][C:33]=1/[CH:32]=[CH:31]/[C:28]1[O:29][CH:30]=[C:26]([CH2:25][O:1][C:2]2[CH:7]=[CH:6][C:5]([CH2:8][CH2:9][CH2:10][CH2:11][N:12]3[CH:16]=[CH:15][N:14]=[C:13]3[CH2:17][CH:18]([OH:21])[CH2:19][OH:20])=[CH:4][CH:3]=2)[N:27]=1 |f:1.2|. Procedure: Using 3-{1-[4-(4-hydroxyphenyl)butyl]-1H-imidazol-2-yl}-1,2-propanediol(204 mg), 65% oily sodium hydride (28 mg) and 4-(chloromethyl)-2-[(E)-2-(2,4-difluorophenyl)ethenyl]-1,3-oxazole (188 mg), the same reaction as Example 2 was carried out to yield the titled compound (223 mg). Reactants: Nc1ncc(-c2ccc(C3(c4noc(-c5cn(C(c6ccccc6)(c6ccccc6)c6ccccc6)cn5)n4)CCC3)cc2)cn1, ClCCl, O=C(O)C(F)(F)F. Product: Nc1ncc(-c2ccc(C3(c4noc(-c5c[nH]cn5)n4)CCC3)cc2)cn1. As a reaction SMILES: [C:1]([c:2]1[cH:3][cH:4][cH:5][cH:6][cH:7]1)([c:8]1[cH:9][cH:10][cH:11][cH:12][cH:13]1)([c:14]1[cH:15][cH:16][cH:17][cH:18][cH:19]1)[n:20]1[cH:21][n:22][c:23](-[c:25]2[n:26][c:27]([C:30]3([c:34]4[cH:35][cH:36][c:37](-[c:40]5[cH:41][n:42][c:43]([NH2:46])[n:44][cH:45]5)[cH:38][cH:39]4)[CH2:31][CH2:32][CH2:33]3)[n:28][o:29]2)[cH:24]1.[Cl:54][CH2:55][Cl:56].[F:47][C:48]([F:49])([F:50])[C:51]([OH:52])=[O:53]>>[nH:20]1[cH:21][n:22][c:23](-[c:25]2[n:26][c:27]([C:30]3([c:34]4[cH:35][cH:36][c:37](-[c:40]5[cH:41][n:42][c:43]([NH2:46])[n:44][cH:45]5)[cH:38][cH:39]4)[CH2:31][CH2:32][CH2:33]3)[n:28][o:29]2)[cH:24]1. The reagents and catalysts are [Pd] (palladium on charcoal), [Pd] (Palladium on charcoal). Run at time 8 hour. Yields the product C[C@H]1C[C@@H](N(CC1)C(C(F)(F)F)=O)CNC=1C(N(C(=CN1)C)CC(=O)O)=O (2-[3-({[(2R,4R)-4-Methyl-1-(2,2,2-trifluoroacetyl)piperidinyl]methyl}amino)-6-methyl-2-oxo-1(2H)-pyrazinyl]acetic acid). Reactants: C(=O)[O-].[NH4+] (ammonium formate), C[C@H]1C[C@@H](N(CC1)C(C(F)(F)F)=O)CNC=1C(N(C(=C(N1)Cl)C)CC(=O)OCC1=CC=CC=C1)=O (benzyl 2-[3-({[(2R,4R)-4-methyl-1-(2,2,2-trifluoroacetyl)piperidinyl]methyl}amino)-5-chloro-6-methyl-2-oxo-1(2H)-pyrazinyl]acetate). As a reaction SMILES: C([O-])=O.[NH4+].[CH3:5][C@@H:6]1[CH2:11][CH2:10][N:9]([C:12](=[O:17])[C:13]([F:16])([F:15])[F:14])[C@@H:8]([CH2:18][NH:19][C:20]2[C:21](=[O:39])[N:22]([CH2:28][C:29]([O:31]CC3C=CC=CC=3)=[O:30])[C:23]([CH3:27])=[C:24](Cl)[N:25]=2)[CH2:7]1>[Pd].CO>[CH3:5][C@@H:6]1[CH2:11][CH2:10][N:9]([C:12](=[O:17])[C:13]([F:14])([F:16])[F:15])[C@@H:8]([CH2:18][NH:19][C:20]2[C:21](=[O:39])[N:22]([CH2:28][C:29]([OH:31])=[O:30])[C:23]([CH3:27])=[CH:24][N:25]=2)[CH2:7]1 |f:0.1|. Solvent: CO (methanol). Procedure details: 10% Palladium on charcoal (200 mg), followed by ammonium formate (1.1 g, 17.4 mmol) were added to a solution of benzyl 2-[3-({[(2R,4R)-4-methyl-1-(2,2,2-trifluoroacetyl)piperidinyl]methyl}amino)-5-chloro-6-methyl-2-oxo-1(2H)-pyrazinyl]acetate (preparation 90) (900 mg, 1.74 mmol) in methanol (20 ml) and the reaction was stirred at room temperature overnight. Additional 10% palladium on charcoal (50 mg) was added and the reaction stirred for a further 24 hrs. The mixture was filtered through Whatm... Isolated yield 88.3%. Reactants: CC(C)CN(Cc1cscn1)C1CCN(C(=O)OC(C)(C)C)CC1, COc1ccccc1, ClCCl, O=C(O)C(F)(F)F. Product: CC(C)CN(Cc1cscn1)C1CCNCC1. RXN SMILES: [C:1]([O:2][C:3](=[O:4])[N:8]1[CH2:9][CH2:10][CH:11]([N:14]([CH2:15][c:16]2[n:17][cH:18][s:19][cH:20]2)[CH2:21][CH:22]([CH3:23])[CH3:24])[CH2:12][CH2:13]1)([CH3:5])([CH3:6])[CH3:7].[CH3:25][O:26][c:27]1[cH:28][cH:29][cH:30][cH:31][cH:32]1.[Cl:40][CH2:41][Cl:42].[OH:33][C:34]([C:35]([F:36])([F:37])[F:38])=[O:39]>>[NH:8]1[CH2:9][CH2:10][CH:11]([N:14]([CH2:15][c:16]2[n:17][cH:18][s:19][cH:20]2)[CH2:21][CH:22]([CH3:23])[CH3:24])[CH2:12][CH2:13]1. Starting materials: ClC1=NC=2CCCC(C2C=C1)=O (2-chloro-7,8-dihydro-5-quinolinone), compound, C([O-])([O-])=O.[K+].[K+] (potassium carbonate), BrBr (bromine). The solvent is C(Cl)(Cl)Cl (chloroform). Reaction conditions: time 1 hour. Yields the product ClC1=NC=2CCC(C(C2C=C1)=O)Br (2-chloro-6-bromo-7,8-dihydro-5-quinolinone). RXN SMILES: [Cl:1][C:2]1[CH:11]=[CH:10][C:9]2[C:8](=[O:12])[CH2:7][CH2:6][CH2:5][C:4]=2[N:3]=1.[Br:13]Br.C(=O)([O-])[O-].[K+].[K+]>C(Cl)(Cl)Cl>[Cl:1][C:2]1[CH:11]=[CH:10][C:9]2[C:8](=[O:12])[CH:7]([Br:13])[CH2:6][CH2:5][C:4]=2[N:3]=1 |f:2.3.4|. Reported procedure: 3-Aminocyclohex-2-enone (ex Aldrich) was reacted with methyl propiolate (ex Lancaster) to give 7,8-dihydro-2,5-quinoline-dione according to Speckamp et al J. Trav. Chem. Pays. bas., 91 157 (1972). The latter was converted to 2-chloro-7,8-dihydro-5-quinolinone by analogy with Example VI. The latter compound (2 g) was dissolved in chloroform (200 ml) and treated with bromine (0.53 ml) dropwise at room temperature. After 30 min solid potassium carbonate was added, the mixture was stirred for 1 hour... Starting materials: COC(CC1=CC=C(C=C1)OCC1=C(C=CC=C1)OC1=CC=CC=C1)=O (methyl(4-((2-phenoxybenzyl)oxy)phenyl)acetate), resultant oil, C(CC(O)(C(=O)O)CC(=O)O)(=O)O (citric acid), crude product, CC1(OC(=O)CC(=O)O1)C (Meldrum's acid), Cl.C(C)N=C=NCCCN(C)C (1-ethyl-3-(3-dimethylaminopropyl)carbodiimide hydrochloride). The reagents and catalysts are CN(C1=CC=NC=C1)C (4-dimethylaminopyridine). Run in CO (methanol), O1CCCC1 (tetrahydrofuran), [OH-].[Na+] (sodium hydroxide), C1(=CC=CC=C1)C (toluene), C(C)O (ethanol), C(Cl)(Cl)Cl (chloroform), O (water), C(Cl)(Cl)Cl (chloroform). Reaction conditions: time 1 hour. The product is O=C(CC(=O)OCC)CC1=CC=C(C=C1)OCC1=C(C=CC=C1)OC1=CC=CC=C1 (ethyl 3-oxo-4-(4-((2-phenoxybenzyl)oxy)phenyl)butanoate). RXN SMILES: COC(=O)[CH2:4][C:5]1[CH:10]=[CH:9][C:8]([O:11][CH2:12][C:13]2[CH:18]=[CH:17][CH:16]=[CH:15][C:14]=2[O:19][C:20]2[CH:25]=[CH:24][CH:23]=[CH:22][CH:21]=2)=[CH:7][CH:6]=1.C(O)(=O)CC(CC(O)=O)(C(O)=O)O.C[C:41]1([CH3:49])[O:48][C:46](=[O:47])[CH2:45][C:43](=[O:44])O1.Cl.C(N=C=NCCCN(C)C)C>CO.O1CCCC1.[OH-].[Na+].C(Cl)(Cl)Cl.CN(C)C1C=CN=CC=1.O.C1(C)C=CC=CC=1.C(O)C>[O:44]=[C:43]([CH2:4][C:5]1[CH:6]=[CH:7][C:8]([O:11][CH2:12][C:13]2[CH:18]=[CH:17][CH:16]=[CH:15][C:14]=2[O:19][C:20]2[CH:25]=[CH:24][CH:23]=[CH:22][CH:21]=2)=[CH:9][CH:10]=1)[CH2:45][C:46]([O:48][CH2:41][CH3:49])=[O:47] |f:3.4,7.8|. Reported procedure: To a mixed solution of methyl(4-((2-phenoxybenzyl)oxy)phenyl)acetate (150 mg) in methanol (2.5 ml) and tetrahydrofuran (1.5 ml), 0.43 ml of 5N aqueous sodium hydroxide was added, and the reaction solution was stirred at room temperature for 1 hour. To the reaction solution was added 10% aqueous citric acid, and the mixture was extracted with chloroform. The combined organic layers were washed with a saturated saline solution and dried over anhydrous magnesium sulfate. The solvent was distilled o... Reaction SMILES: Br[C:2]1[CH:20]=[CH:19][C:5]2[N:6]([C:12]3[CH:17]=[CH:16][C:15]([F:18])=[CH:14][CH:13]=3)[CH2:7][CH2:8][N:9]([CH3:11])[CH2:10][C:4]=2[CH:3]=1.B1(B2OC(C)(C)C(C)(C)O2)OC(C)(C)C(C)(C)O1.C([O-])(=O)C.[K+].C(=O)([O-])[O-].[Cs+].[Cs+].Cl[C:51]1[N:52]=[N:53][C:54]([C:57]([F:60])([F:59])[F:58])=[CH:55][CH:56]=1>CN(C=O)C.C1C=CC([PH+]([C]2[CH][CH][CH][CH]2)C2C=CC=CC=2)=CC=1.C1C=CC([PH+]([C]2[CH][CH][CH][CH]2)C2C=CC=CC=2)=CC=1.C(Cl)Cl.Cl[Pd]Cl.[Fe].O>[F:18][C:15]1[CH:16]=[CH:17][C:12]([N:6]2[C:5]3[CH:19]=[CH:20][C:2]([C:51]4[N:52]=[N:53][C:54]([C:57]([F:60])([F:59])[F:58])=[CH:55][CH:56]=4)=[CH:3][C:4]=3[CH2:10][N:9]([CH3:11])[CH2:8][CH2:7]2)=[CH:13][CH:14]=1 |f:2.3,4.5.6,9.10.11.12.13,^1:70,71,72,73,74,88,89,90,91,92|. Procedure details: A round bottomed flask was charged with 7-bromo-1-(4-fluorophenyl)-4-methyl-2,3,4,5-tetrahydro-1H-benzo[e][1,4]diazepine (75 mg, 0.22 mmol) from step A above, bis(pinacolato)diboron (62 mg, 0.25 mmol) and potassium acetate (66 mg, 0.67 mmol), and dichloro[1,1′-bis(diphenylphosphino)ferrocene]palladium(II) dichloromethane adduct (16 mg, 0.02 mmol) in DMF (1 mL). The mixture was refilled with nitrogen three times and then stirred at 65° C. overnight. The mixture was cooled to room temperature. Ces... Reactants: BrC1=CC2=C(N(CCN(C2)C)C2=CC=C(C=C2)F)C=C1 (7-bromo-1-(4-fluorophenyl)-4-methyl-2,3,4,5-tetrahydro-1H-benzo[e][1,4]diazepine), C([O-])([O-])=O.[Cs+].[Cs+] (Cesium carbonate), ClC=1N=NC(=CC1)C(F)(F)F (3-chloro-6-trifluoromethylpyridazine), B1(OC(C(O1)(C)C)(C)C)B2OC(C(O2)(C)C)(C)C (bis(pinacolato)diboron), C(C)(=O)[O-].[K+] (potassium acetate). Conditions: temperature 65 celsius, time 8 hour. Run in O (water), CN(C)C=O (DMF). Reagents/catalysts: C1=CC=C(C=C1)[PH+](C2=CC=CC=C2)[C]3[CH][CH][CH][CH]3.C1=CC=C(C=C1)[PH+](C2=CC=CC=C2)[C]3[CH][CH][CH][CH]3.C(Cl)Cl.Cl[Pd]Cl.[Fe] (dichloro[1,1′-bis(diphenylphosphino)ferrocene]palladium(II) dichloromethane adduct). The product is FC1=CC=C(C=C1)N1CCN(CC2=C1C=CC(=C2)C=2N=NC(=CC2)C(F)(F)F)C (1-(4-fluorophenyl)-4-methyl-7-(6-(trifluoromethyl)pyridazin-3-yl)-2,3,4,5-tetrahydro-1H-benzo[e][1,4]diazepine). Isolated yield 80.2%. Reactants: FC1=CC=C(C=C1)CC1=CN=C2C(=C(C(N(C2=C1)C)=O)C(=O)OCC)O (ethyl 7-[(4-fluorophenyl)methyl]-4-hydroxy-1-methyl-2-oxo-1,2-dihydro-1,5-naphthyridine-3-carboxylate), N1(C=NC=C1)CCCN ([3-(1H-imidazol-1-yl)propyl]amine). The product is FC1=CC=C(C=C1)CC1=CN=C2C(=C(C(N(C2=C1)C)=O)C(=O)NCCCN1C=NC=C1)O (7-[(4-fluorophenyl)methyl]-4-hydroxy-N-[3-(1H-imidazol-1-yl)propyl]-1-methyl-2-oxo-1,2-dihydro-1,5-naphthyridine-3-carboxamide). Yield: 32.8%. RXN SMILES: [F:1][C:2]1[CH:7]=[CH:6][C:5]([CH2:8][C:9]2[CH:18]=[C:17]3[C:12]([C:13]([OH:26])=[C:14]([C:21]([O:23]CC)=O)[C:15](=[O:20])[N:16]3[CH3:19])=[N:11][CH:10]=2)=[CH:4][CH:3]=1.[N:27]1([CH2:32][CH2:33][CH2:34][NH2:35])[CH:31]=[CH:30][N:29]=[CH:28]1>>[F:1][C:2]1[CH:7]=[CH:6][C:5]([CH2:8][C:9]2[CH:18]=[C:17]3[C:12]([C:13]([OH:26])=[C:14]([C:21]([NH:35][CH2:34][CH2:33][CH2:32][N:27]4[CH:31]=[CH:30][N:29]=[CH:28]4)=[O:23])[C:15](=[O:20])[N:16]3[CH3:19])=[N:11][CH:10]=2)=[CH:4][CH:3]=1. Procedure: In a similar manner to that described in example 196, from ethyl 7-[(4-fluorophenyl)methyl]-4-hydroxy-1-methyl-2-oxo-1,2-dihydro-1,5-naphthyridine-3-carboxylate (10 mg, 0.028 mmol) described in example 92 and [3-(1H-imidazol-1-yl)propyl]amine (48 mg, 0.0384 mmol), was prepared 7-[(4-fluorophenyl)methyl]-4-hydroxy-N-[3-(1H-imidazol-1-yl)propyl]-1-methyl-2-oxo-1,2-dihydro-1,5-naphthyridine-3-carboxamide (4 mg, 33% yield), as a white solid after purification by reverse phase HPLC. 1H NMR (CDCl3) δ ...